Dataset: the Open Reaction Database (ORD), a public repository of structured organic reaction records. Task: describe an organic reaction: reactants, conditions, products, and yield The reactants are COC(=O)c1sccc1N=NN(C)C, [NH4+], [OH-], O, O=[N+]([O-])O, O=S(=O)(O)O. The product is COC(=O)c1sc([N+](=O)[O-])cc1N=NN(C)C. RXN SMILES: [CH3:1][N:2]([CH3:3])[N:4]=[N:5][c:6]1[c:7]([C:11](=[O:12])[O:13][CH3:14])[s:8][cH:9][cH:10]1.[NH4+:24].[OH-:25].[OH2:26].[OH:20][N+:21]([O-:22])=[O:23].[S:15](=[O:16])(=[O:17])([OH:18])[OH:19]>>[CH3:1][N:2]([CH3:3])[N:4]=[N:5][c:6]1[c:7]([C:11](=[O:12])[O:13][CH3:14])[s:8][c:9]([N+:21](=[O:20])[O-:22])[cH:10]1.